Dataset: the Open Reaction Database (ORD), a public repository of structured organic reaction records. Task: describe an organic reaction: reactants, conditions, products, and yield The reactants are O=C1N(C(C2=CC=CC=C12)=O)C(C(=O)NC=1SC=CN1)CC(C)C (2-(1,3-dioxoisoindolin-2-yl)-4-methyl-N-(thiazol-2-yl)pentanamide), NC1=NC=CC=C1 (2-aminopyridine). Yields the product O=C1N(C(C2=CC=CC=C12)=O)C(C(=O)NC1=NC=CC=C1)CC(C)C (2-(1,3-dioxoisoindolin-2-yl)-4-methyl-N-(pyridin-2-yl)pentanamide). Reaction SMILES: [O:1]=[C:2]1[C:10]2[C:5](=[CH:6][CH:7]=[CH:8][CH:9]=2)[C:4](=[O:11])[N:3]1[CH:12]([CH2:21][CH:22]([CH3:24])[CH3:23])[C:13]([NH:15][C:16]1S[CH:18]=[CH:19][N:20]=1)=[O:14].N[C:26]1[CH:31]=CC=CN=1>>[O:1]=[C:2]1[C:10]2[C:5](=[CH:6][CH:7]=[CH:8][CH:9]=2)[C:4](=[O:11])[N:3]1[CH:12]([CH2:21][CH:22]([CH3:24])[CH3:23])[C:13]([NH:15][C:16]1[CH:31]=[CH:26][CH:18]=[CH:19][N:20]=1)=[O:14]. Reported procedure: The title compound was synthesized according to the method described in connection with Compound 13, except that 2-aminopyridine was used. 1H NMR (400 MHz, MeOH-d4) δ: 8.34 (dd, J=1.2, 6.0 Hz, 1H), 8.12-8.17 (m, 1H), 7.91-7.94 (m, 2H), 7.85-7.88 (m, 2H), 7.79 (d, J=7.2 Hz, 1H), 7.38-7.43 (m, 1H), 5.19 (dd, J=4.4, 11.2 Hz, 1H) 2.35-2.44 (m, 1H), 1.97-2.06 (m, 1H), 1.51 (m, 1H) 1.0 (d, J=6.4 Hz, 3H), 0.97 (d, J=6.4 Hz, 3H). [M+H] calc'd for C19H19N3O3, 338. found, 338. Run in C(C)O (ethanol). The reactants are BrC1=NOC(=C1)C(CBr)O (1-(3-bromoisoxazol-5-yl)-2-bromoethanol), C(C1=CC=CC=C1)C1CCNCC1 (4-benzylpiperidine). Procedure details: A solution of 6.0 g of 1-(3-bromoisoxazol-5-yl)-2-bromoethanol and 11.7 ml of 4-benzylpiperidine in 150 ml of ethanol was refluxed for 2 hours. RXN SMILES: [Br:1][C:2]1[CH:6]=[C:5]([CH:7]([OH:10])[CH2:8]Br)[O:4][N:3]=1.[CH2:11]([CH:18]1[CH2:23][CH2:22][NH:21][CH2:20][CH2:19]1)[C:12]1[CH:17]=[CH:16][CH:15]=[CH:14][CH:13]=1>C(O)C>[CH2:11]([CH:18]1[CH2:23][CH2:22][N:21]([CH2:8][CH:7]([C:5]2[O:4][N:3]=[C:2]([Br:1])[CH:6]=2)[OH:10])[CH2:20][CH2:19]1)[C:12]1[CH:17]=[CH:16][CH:15]=[CH:14][CH:13]=1. The product is C(C1=CC=CC=C1)C1CCN(CC1)CC(O)C1=CC(=NO1)Br ((±)-2-(4-Benzyl-piperidin-1-yl)-1-(3-bromo-isoxazol-5-yl) -ethan-1-ol). Starting materials: CCOC(C)=O, Cl, Cc1cc(C)cc(N(CC(=O)OC(C)(C)C)C(=O)c2cccnc2SCc2ccnc(N)c2)c1. The product is Cl, Cc1cc(C)cc(N(CC(=O)O)C(=O)c2cccnc2SCc2ccnc(N)c2)c1. As a reaction SMILES: [CH3:36][CH2:37][O:38][C:39](=[O:40])[CH3:41].[ClH:35].[NH2:1][c:2]1[n:3][cH:4][cH:5][c:6]([CH2:8][S:9][c:10]2[n:11][cH:12][cH:13][cH:14][c:15]2[C:16](=[O:17])[N:18]([c:19]2[cH:20][c:21]([CH3:26])[cH:22][c:23]([CH3:25])[cH:24]2)[CH2:27][C:28](=[O:29])[O:30][C:31]([CH3:32])([CH3:33])[CH3:34])[cH:7]1>>[ClH:35].[NH2:1][c:2]1[n:3][cH:4][cH:5][c:6]([CH2:8][S:9][c:10]2[n:11][cH:12][cH:13][cH:14][c:15]2[C:16](=[O:17])[N:18]([c:19]2[cH:20][c:21]([CH3:26])[cH:22][c:23]([CH3:25])[cH:24]2)[CH2:27][C:28](=[O:29])[OH:30])[cH:7]1. The reactants are ClCCl, OCc1cc(I)cc(C(F)(F)F)c1, [Na+], [OH-]. Yields the product O=Cc1cc(I)cc(C(F)(F)F)c1. RXN SMILES: [Cl:16][CH2:17][Cl:18].[I:1][c:2]1[cH:3][c:4]([CH2:12][OH:13])[cH:5][c:6]([C:8]([F:9])([F:10])[F:11])[cH:7]1.[Na+:15].[OH-:14]>>[I:1][c:2]1[cH:3][c:4]([CH:12]=[O:13])[cH:5][c:6]([C:8]([F:9])([F:10])[F:11])[cH:7]1. Reactants: O=C([O-])O, CCCC[N+](CCCC)(CCCC)CCCC, CNC, CN(C)C=O, CCOC(C)=O, N#Cc1cnc2cc3c(cc2c1Nc1ccc(F)c(Cl)c1)N(CCCCCl)CCO3, [I-], [I-], [Na+], [Na+], C1CCOC1. Yields the product CN(C)CCCCN1CCOc2cc3ncc(C#N)c(Nc4ccc(F)c(Cl)c4)c3cc21. As a reaction SMILES: [C:41](=[O:42])([OH:43])[O-:44].[CH2:52]([N+:53]([CH2:54][CH2:55][CH2:56][CH3:57])([CH2:58][CH2:59][CH2:60][CH3:61])[CH2:62][CH2:63][CH2:64][CH3:65])[CH2:66][CH2:67][CH3:68].[CH3:33][NH:34][CH3:35].[CH3:46][N:47]([CH3:48])[CH:49]=[O:50].[CH3:69][CH2:70][O:71][C:72](=[O:73])[CH3:74].[Cl:1][CH2:2][CH2:3][CH2:4][CH2:5][N:6]1[CH2:7][CH2:8][O:9][c:10]2[c:11]1[cH:12][c:13]1[c:14]([NH:22][c:23]3[cH:24][c:25]([Cl:30])[c:26]([F:29])[cH:27][cH:28]3)[c:15]([C:20]#[N:21])[cH:16][n:17][c:18]1[cH:19]2.[I-:32].[I-:51].[Na+:31].[Na+:45].[O:36]1[CH2:37][CH2:38][CH2:39][CH2:40]1>>[CH2:2]([CH2:3][CH2:4][CH2:5][N:6]1[CH2:7][CH2:8][O:9][c:10]2[c:11]1[cH:12][c:13]1[c:14]([NH:22][c:23]3[cH:24][c:25]([Cl:30])[c:26]([F:29])[cH:27][cH:28]3)[c:15]([C:20]#[N:21])[cH:16][n:17][c:18]1[cH:19]2)[N:34]([CH3:33])[CH3:35]. The reactants are C(=O)(OCC)C=1NC(=C(C1O)CCCC)C (2-carboethoxy-3-hydroxy-4-butyl-5-methyl-pyrrole), C(Br)C1CO1 (epibromohydrin), C([O-])([O-])=O.[K+].[K+] (potassium carbonate). Run in CN(C=O)C (N,N-dimethylformamide). Conditions: temperature 50 celsius. The product is C(=O)(OCC)C=1NC(=C(C1OCC1CO1)CCCC)C (1-(2-carboethoxy-4-butyl-5-methyl-pyrrol-3-oxy)-2,3-epoxypropane). Isolated yield 93.8%. As a reaction SMILES: [C:1]([C:6]1[NH:7][C:8]([CH3:16])=[C:9]([CH2:12][CH2:13][CH2:14][CH3:15])[C:10]=1[OH:11])([O:3][CH2:4][CH3:5])=[O:2].[CH2:17]([CH:19]1[O:21][CH2:20]1)Br.C(=O)([O-])[O-].[K+].[K+]>CN(C)C=O>[C:1]([C:6]1[NH:7][C:8]([CH3:16])=[C:9]([CH2:12][CH2:13][CH2:14][CH3:15])[C:10]=1[O:11][CH2:17][CH:19]1[O:21][CH2:20]1)([O:3][CH2:4][CH3:5])=[O:2] |f:2.3.4|. Procedure: Using the method described in Example V, 35 g of 2-carboethoxy-3-hydroxy-4-butyl-5-methyl-pyrrole, 32 g of epibromohydrin and 41 g of dry potassium carbonate in 100 ml of N,N-dimethylformamide, when heated at 50° C. for 8 hours, give 41 g of 1-(2-carboethoxy-4-butyl-5-methyl-pyrrol-3-oxy)-2,3-epoxypropane, of melting point 125°-127° C. Reactants: C1(CCCC1)C[C@H](CN(C=O)OCC1=CC=CC=C1)C(=O)NNC1=NC(=NC(=C1F)N1CC([C@@H](C1)O)(C)C)C ([(2R)-2-(cyclopentylmethyl)-3-(2-{5-fluoro-6-[(4S)-4-hydroxy-3,3-dimethyl-1-pyrrolidinyl]-2-methyl-4-pyrimidinyl}hydrazino)-3-oxopropyl][(phenylmethyl)oxy]formamide). Reagents/catalysts: [Pd] (Pd/C). The solvent is CO (MeOH). Conditions: time 1 hour. Yields the product C1(CCCC1)C[C@H](CN(C=O)O)C(=O)NNC1=NC(=NC(=C1F)N1CC([C@@H](C1)O)(C)C)C ([(2R)-2-(cyclopentylmethyl)-3-(2-{5-fluoro-6-[(4S)-4-hydroxy-3,3-dimethyl-1-pyrrolidinyl]-2-methyl-4-pyrimidinyl}hydrazino)-3-oxopropyl]hydroxyformamide). Yield: 90.0%. RXN SMILES: [CH:1]1([CH2:6][C@@H:7]([C:20]([NH:22][NH:23][C:24]2[C:29]([F:30])=[C:28]([N:31]3[CH2:35][C@@H:34]([OH:36])[C:33]([CH3:38])([CH3:37])[CH2:32]3)[N:27]=[C:26]([CH3:39])[N:25]=2)=[O:21])[CH2:8][N:9]([O:12]CC2C=CC=CC=2)[CH:10]=[O:11])[CH2:5][CH2:4][CH2:3][CH2:2]1>CO.[Pd]>[CH:1]1([CH2:6][C@@H:7]([C:20]([NH:22][NH:23][C:24]2[C:29]([F:30])=[C:28]([N:31]3[CH2:35][C@@H:34]([OH:36])[C:33]([CH3:37])([CH3:38])[CH2:32]3)[N:27]=[C:26]([CH3:39])[N:25]=2)=[O:21])[CH2:8][N:9]([OH:12])[CH:10]=[O:11])[CH2:5][CH2:4][CH2:3][CH2:2]1. Procedure: To a solution of [(2R)-2-(cyclopentylmethyl)-3-(2-{5-fluoro-6-[(4S)-4-hydroxy-3,3-dimethyl-1-pyrrolidinyl]-2-methyl-4-pyrimidinyl}hydrazino)-3-oxopropyl][(phenylmethyl)oxy]formamide (0.1606 g, 0.296 mmol) in MeOH (5 mL) was added 10% Pd/C (50% water, 48 mg). The mixture was hydrogenated under balloon pressure for 1 h, and was then filtered. The solution was concentrated in vacuo and the residue was crystallized from EtOAc-hexanes to afford [(2R)-2-(cyclopentylmethyl)-3-(2-{5-fluoro-6-[(4S)-4-hyd...